This data is from the Open Reaction Database (ORD), a public repository of structured organic reaction records. The task is: describe an organic reaction: reactants, conditions, products, and yield Yields the product C(=O)C1=C(C(=CC(=C1)C(C)C)S(=O)(=O)C)O (2-formyl-4-isopropyl-6-methylsulfonylphenol). Reaction SMILES: Cl.N[CH2:3][C:4]1[CH:9]=[C:8]([CH:10]([CH3:12])[CH3:11])[CH:7]=[C:6]([S:13]([CH3:16])(=[O:15])=[O:14])[C:5]=1[OH:17].C1N2CN3CN(C2)CN1C3.FC(F)(F)C(O)=[O:31]>>[CH:3]([C:4]1[CH:9]=[C:8]([CH:10]([CH3:12])[CH3:11])[CH:7]=[C:6]([S:13]([CH3:16])(=[O:15])=[O:14])[C:5]=1[OH:17])=[O:31] |f:0.1|. Reported procedure: 0.7 g (0.0025 mol) of 2-aminomethyl-4-isopropyl-6-methylsulfonylphenol hydrochloride are reacted with 0.45 g of urotropine in 8 ml of trifluoroacetic acid to give 2-formyl-4-isopropyl-6-methylsulfonylphenol in analogy to Example 1. Starting materials: Cl.NCC1=C(C(=CC(=C1)C(C)C)S(=O)(=O)C)O (2-aminomethyl-4-isopropyl-6-methylsulfonylphenol hydrochloride), C1N2CN3CN1CN(C2)C3 (urotropine), FC(C(=O)O)(F)F (trifluoroacetic acid). Reactants: BrC1=CC=C(C=C1)C(C#N)C1CCCCC1 ((4-bromophenyl)(cyclohexyl)acetonitrile), C1(=CC=CC2=CC=CC=C12)B(O)O (1-naphthylboronic acid), C(=O)([O-])[O-].[Na+].[Na+] (Na2CO3). Reagents/catalysts: C=1C=CC(=CC1)[P](C=2C=CC=CC2)(C=3C=CC=CC3)[Pd]([P](C=4C=CC=CC4)(C=5C=CC=CC5)C=6C=CC=CC6)([P](C=7C=CC=CC7)(C=8C=CC=CC8)C=9C=CC=CC9)[P](C=1C=CC=CC1)(C=1C=CC=CC1)C=1C=CC=CC1 (Pd(PPh3)4). Run in C1(=CC=CC=C1)C (toluene). Run at time 14 hour. The product is C1(CCCCC1)C(C#N)C1=CC=C(C=C1)C1=CC=CC2=CC=CC=C12 (cyclohexyl(4-(1-naphthyl)phenyl)acetonitrile). As a reaction SMILES: Br[C:2]1[CH:7]=[CH:6][C:5]([CH:8]([CH:11]2[CH2:16][CH2:15][CH2:14][CH2:13][CH2:12]2)[C:9]#[N:10])=[CH:4][CH:3]=1.[C:17]1(B(O)O)[C:26]2[C:21](=[CH:22][CH:23]=[CH:24][CH:25]=2)[CH:20]=[CH:19][CH:18]=1.C([O-])([O-])=O.[Na+].[Na+]>C1(C)C=CC=CC=1.C1C=CC([P]([Pd]([P](C2C=CC=CC=2)(C2C=CC=CC=2)C2C=CC=CC=2)([P](C2C=CC=CC=2)(C2C=CC=CC=2)C2C=CC=CC=2)[P](C2C=CC=CC=2)(C2C=CC=CC=2)C2C=CC=CC=2)(C2C=CC=CC=2)C2C=CC=CC=2)=CC=1>[CH:11]1([CH:8]([C:5]2[CH:6]=[CH:7][C:2]([C:25]3[C:26]4[C:21](=[CH:20][CH:19]=[CH:18][CH:17]=4)[CH:22]=[CH:23][CH:24]=3)=[CH:3][CH:4]=2)[C:9]#[N:10])[CH2:16][CH2:15][CH2:14][CH2:13][CH2:12]1 |f:2.3.4,^1:46,48,67,86|. Reported procedure: A mixture of Example 1A (3.0 g, 10.8 mmol), 1-naphthylboronic acid (2.04 g, 11.9 mmol), Pd(PPh3)4 (249 mg, 0.22 mmol), and 3M Na2CO3 (9.0 mL, 27 mmol) in toluene (18 mL) was heated to 100° C. in a sealed tube, stirred for 14 hours, cooled to room temperature, and partitioned between water and diethyl ether. The organic phase was washed with brine, dried (Na2SO4), filtered, and concentrated. The concentrate was purified by flash column chromatography on silica gel with 20:1 to 10:1 hexanes/ethyl ... Reactants: C(C)(C)(C)OC(=O)N1CCC(CC1)O (1-tert-butoxycarbonyl-4-hydroxypiperidine), SC1=NC=CN=C1 (mercaptopyrazine). Yields the product C(C)(C)(C)OC(=O)N1CCC(CC1)SC1=NC=CN=C1 (1-tert-Butoxycarbonyl-4-(2-pyrazinylthio)piperidine). As a reaction SMILES: [C:1]([O:5][C:6]([N:8]1[CH2:13][CH2:12][CH:11](O)[CH2:10][CH2:9]1)=[O:7])([CH3:4])([CH3:3])[CH3:2].[SH:15][C:16]1[CH:21]=[N:20][CH:19]=[CH:18][N:17]=1>>[C:1]([O:5][C:6]([N:8]1[CH2:13][CH2:12][CH:11]([S:15][C:16]2[CH:21]=[N:20][CH:19]=[CH:18][N:17]=2)[CH2:10][CH2:9]1)=[O:7])([CH3:4])([CH3:3])[CH3:2]. Reported procedure: By a similar manner to Reference Example 35, 1-tert-butoxycarbonyl-4-hydroxypiperidine (1.01 g, 5.0 mmol) was reacted with mercaptopyrazine (0.67 g, 6.0 mmol) to give the titled compound as pale yellow oily substance (1.26 g, 85%).